Task: describe an organic reaction: reactants, conditions, products, and yield. Dataset: the Open Reaction Database (ORD), a public repository of structured organic reaction records The reactants are FC1=C(C(=CC=C1)F)CN1C2=CC=CC(=C2C=2C(=CC=CC12)O)C(=O)OC (9-[(2,6-difluorophenyl)methyl]-4-hydroxy-5-carbomethoxy carbazole), [OH-].[NH4+] (ammonium hydroxide), Cl (HCl). Solvent: C1CCOC1 (THF). The product is FC1=C(C(=CC=C1)F)CN1C2=CC=CC(=C2C=2C(=CC=CC12)O)C(N)=O (9-[(2,6-difluorophenyl)methyl]-4-hydroxy-5-carbamoyl carbazole). Yield: 70.0%. Reaction SMILES: [F:1][C:2]1[CH:7]=[CH:6][CH:5]=[C:4]([F:8])[C:3]=1[CH2:9][N:10]1[C:22]2[CH:21]=[CH:20][CH:19]=[C:18]([OH:23])[C:17]=2[C:16]2[C:11]1=[CH:12][CH:13]=[CH:14][C:15]=2[C:24]([O:26]C)=O.Cl.[OH-].[NH4+:30]>C1COCC1>[F:1][C:2]1[CH:7]=[CH:6][CH:5]=[C:4]([F:8])[C:3]=1[CH2:9][N:10]1[C:22]2[CH:21]=[CH:20][CH:19]=[C:18]([OH:23])[C:17]=2[C:16]2[C:11]1=[CH:12][CH:13]=[CH:14][C:15]=2[C:24](=[O:26])[NH2:30] |f:2.3|. Reported procedure: A solution of the 9-[(2,6-difluorophenyl)methyl]-4-hydroxy-5-carbomethoxy carbazole (514 mg, 1.4 mM) in 5 mL THF and 20 mL concentrated aqueous ammonium hydroxide was stirred at room temperature for 64 hours. The pH was adjusted to 10.5 with 5 N HCl. The resultant precipitate was collected by filtration, resuspended in H2O, adjusted the pH to 11.7 with concentrated ammonium hydroxide. The resultant precipitate was collected by filtration. The precipitate was dissolved in ethyl acetate, washed th... The reactants are N1=CC=CC=C1 (pyridine), solution, C[C@@H]1CC[C@H](CC1)C(=O)Cl (trans-4-methylcyclohexyl carboxylic acid chloride), COC(=O)C=1SC(=CC1NC1CCC2(OCCO2)CC1)Br (5-bromo-3-(1,4-dioxa-spiro[4.5]dec-8-ylamino)-thiophene-2-carboxylic acid methyl ester), C1(=CC=CC=C1)C (toluene), N1=CC=CC=C1 (pyridine), CO (MeOH), C1(=CC=CC=C1)C (toluene). Conditions: temperature 5 celsius, time 16 hour. Product: CC(C#CC1=CC(=C(S1)C(=O)O)N(C(=O)[C@@H]1CC[C@H](CC1)C)[C@@H]1CC[C@H](CC1)O)(C)C (5-(3,3-Dimethyl-but-1-ynyl)-3-[(trans-4-hydroxy-cyclohexyl)-(trans-4-methyl-cyclohexanecarbonyl)-amino]-thiophene-2-carboxylic acid), COC(=O)C=1SC(=CC1N(C(=O)[C@@H]1CC[C@H](CC1)C)C1CCC2(OCCO2)CC1)Br (5-bromo-3-[(1,4-dioxa-spiro[4.5]dec-8-yl)-(trans-4-methyl-cyclohexanecarbonyl)-amino]-thiophene-2-carboxylic acid methyl ester). Yield: 32.0%. RXN SMILES: [CH3:1][C@H:2]1[CH2:7][CH2:6][C@H:5]([C:8](Cl)=[O:9])[CH2:4][CH2:3]1.[CH3:11][O:12][C:13]([C:15]1[S:16][C:17]([Br:31])=[CH:18][C:19]=1[NH:20][CH:21]1[CH2:30][CH2:29][C:24]2([O:28][CH2:27][CH2:26][O:25]2)[CH2:23][CH2:22]1)=[O:14].N1C=CC=C[CH:33]=1.CO.[C:40]1([CH3:46])[CH:45]=[CH:44]C=C[CH:41]=1>>[CH3:33][C:40]([CH3:46])([CH3:41])[C:45]#[C:44][C:17]1[S:16][C:15]([C:13]([OH:12])=[O:14])=[C:19]([N:20]([C@H:21]2[CH2:22][CH2:23][C@H:24]([OH:28])[CH2:29][CH2:30]2)[C:8]([C@H:5]2[CH2:6][CH2:7][C@H:2]([CH3:1])[CH2:3][CH2:4]2)=[O:9])[CH:18]=1.[CH3:11][O:12][C:13]([C:15]1[S:16][C:17]([Br:31])=[CH:18][C:19]=1[N:20]([CH:21]1[CH2:22][CH2:23][C:24]2([O:28][CH2:27][CH2:26][O:25]2)[CH2:29][CH2:30]1)[C:8]([C@H:5]1[CH2:6][CH2:7][C@H:2]([CH3:1])[CH2:3][CH2:4]1)=[O:9])=[O:14]. Reported procedure: The 1M solution of trans-4-methylcyclohexyl carboxylic acid chloride is added to a solution of 5-bromo-3-(1,4-dioxa-spiro[4.5]dec-8-ylamino)-thiophene-2-carboxylic acid methyl ester (24.79 g, 65 mmol) in toluene (25 mL) followed by pyridine (5.78 mL, 71.5 mmol). The resulting mixture is then stirred for 16 h at reflux. The reaction mixture is diluted with toluene (60 mL) and cooled down to 5° C. After the addition of pyridine (12 mL) and MeOH (5.6 mL), the mixture is stirred 2 h at 5° C. The whi...